This data is from the Open Reaction Database (ORD), a public repository of structured organic reaction records. The task is: describe an organic reaction: reactants, conditions, products, and yield Starting materials: C(C1=CC=CC=C1)Br (benzyl bromide), FC=1C=C2C=CNC(C2=CC1C)=O (6-Fluoro-7-methyl-2H-isoquinolin-1-one), C(C1=CC=CC=C1)Br (benzyl bromide). The reagents and catalysts are C([O-])([O-])=O.[Ag+2] (silver carbonate). Solvent: C(C)(=O)OCC (ethyl acetate), O1CCCC1 (tetrahydrofurane). Run at temperature 70 celsius, time 8 hour. The product is C(C1=CC=CC=C1)OC1=NC=CC2=CC(=C(C=C12)C)F (1-Benzyloxy-6-fluoro-7-methyl isoquinoline). The yield is 15.1%. Reaction SMILES: [F:1][C:2]1[CH:3]=[C:4]2[C:9](=[CH:10][C:11]=1[CH3:12])[C:8](=[O:13])[NH:7][CH:6]=[CH:5]2.[CH2:14](Br)[C:15]1[CH:20]=[CH:19][CH:18]=[CH:17][CH:16]=1>O1CCCC1.C(OCC)(=O)C.C(=O)([O-])[O-].[Ag+2]>[CH2:14]([O:13][C:8]1[C:9]2[C:4](=[CH:3][C:2]([F:1])=[C:11]([CH3:12])[CH:10]=2)[CH:5]=[CH:6][N:7]=1)[C:15]1[CH:20]=[CH:19][CH:18]=[CH:17][CH:16]=1 |f:4.5|. Procedure details: 6-Fluoro-7-methyl-2H-isoquinolin-1-one (prepared as described in WO2007012421, 13.2 g, mmol) was dissolved in tetrahydrofurane (175 mL). After addition of silver carbonate (41.2 g), benzyl bromide (15.3 g) was added dropwise. The mixture was stirred overnight. The mixture was heated to 70° C. and another 3 mL of benzyl bromide were added. Heating was continued until no further conversion was observed. The mixture was taken up in ethyl acetate, filtered over celite, evaporated and the residue was... Reactants: ClC1=C(C=CC(=C1F)F)CNC(=O)C1N(C(NC1)=O)C (N-[(2-chloro-3,4-difluorophenyl)methyl]-3-methyl-2-oxo-4-imidazolidinecarboxamide), C([O-])([O-])=O.[K+].[K+] (potassium carbonate), Cl (HCl), [H-].[Na+] (sodium hydride), Cl (HCl), Cl.ClCCN1CCOCC1 (4-(2-chloroethyl)morpholine hydrochloride). Solvent: CN(C)C=O (DMF), CCOCC (ether), ClCCl (dichloromethane), CO.ClCCl (methanol dichloromethane). Conditions: time 10 minute. The product is Cl.ClC1=C(C=CC(=C1F)F)CNC(=O)C1N(C(N(C1)CCN1CCOCC1)=O)C (N-[(2-chloro-3,4-difluorophenyl)methyl]-3-methyl-1-[2-(4-morpholinyl)ethyl]-2-oxo-4-imidazolidinecarboxamide hydrochloride). Yield: 8.0%. RXN SMILES: [Cl:1][C:2]1[C:7]([F:8])=[C:6]([F:9])[CH:5]=[CH:4][C:3]=1[CH2:10][NH:11][C:12]([CH:14]1[CH2:18][NH:17][C:16](=[O:19])[N:15]1[CH3:20])=[O:13].C(=O)([O-])[O-].[K+].[K+].Cl.Cl[CH2:29][CH2:30][N:31]1[CH2:36][CH2:35][O:34][CH2:33][CH2:32]1.[H-].[Na+].Cl>CN(C=O)C.ClCCl.CO.ClCCl.CCOCC>[ClH:1].[Cl:1][C:2]1[C:7]([F:8])=[C:6]([F:9])[CH:5]=[CH:4][C:3]=1[CH2:10][NH:11][C:12]([CH:14]1[CH2:18][N:17]([CH2:29][CH2:30][N:31]2[CH2:36][CH2:35][O:34][CH2:33][CH2:32]2)[C:16](=[O:19])[N:15]1[CH3:20])=[O:13] |f:1.2.3,4.5,6.7,11.12,14.15|. Procedure: A mixture of N-[(2-chloro-3,4-difluorophenyl)methyl]-3-methyl-2-oxo-4-imidazolidinecarboxamide (100 mg, 0.33 mmol) (prepared as described in Example 28) and potassium carbonate (91 mg, 0.66 mmol) in DMF (1 ml) was stirred at room temperature for 10 minutes and 4-(2-chloroethyl)morpholine hydrochloride (61 mg, 0.33 mmol) was added. The mixture was stirred for 30 minutes and then heated at 60° C. for 3 h and 80° C. for 2 h. The mixture was cooled to room temperature and sodium hydride (40 mg, 60% ...